From a dataset of the Open Reaction Database (ORD), a public repository of structured organic reaction records. describe an organic reaction: reactants, conditions, products, and yield Reactants: ClCCl, [Cl-], C[N+](C)=C(Cl)c1ccccc1, NC1CCCCC1. Product: CN(C)C(=NC1CCCCC1)c1ccccc1. Reaction SMILES: [CH2:20]([Cl:21])[Cl:22].[Cl-:1].[Cl:2][C:3]([c:4]1[cH:5][cH:6][cH:7][cH:8][cH:9]1)=[N+:10]([CH3:11])[CH3:12].[NH2:13][CH:14]1[CH2:15][CH2:16][CH2:17][CH2:18][CH2:19]1>>[C:3]([c:4]1[cH:5][cH:6][cH:7][cH:8][cH:9]1)([N:10]([CH3:11])[CH3:12])=[N:13][CH:14]1[CH2:15][CH2:16][CH2:17][CH2:18][CH2:19]1. Reactants: C1COCCOCCOCCOCCOCCO1 (18-crown-6), C(C1=CC=CC=C1)N1CC(NCC1)CC(=O)OC (methyl 2-(4-benzylpiperazin-2-yl)acetate), FC1=C(C=CC(=C1)OC)[N+](=O)[O-] (2-fluoro-4-methoxy-1-nitrobenzene), C([O-])([O-])=O.[K+].[K+] (potassium carbonate). Solvent: C(C)#N (acetonitrile), O (water). Conditions: temperature 90 celsius. The product is C(C1=CC=CC=C1)N1CC(N(CC1)C1=C(C=CC(=C1)OC)[N+](=O)[O-])CC(=O)O (2-(4-benzyl-1-(5-methoxy-2-nitrophenyl)piperazin-2-yl)acetic acid). RXN SMILES: [CH2:1]([N:8]1[CH2:13][CH2:12][NH:11][CH:10]([CH2:14][C:15]([O:17]C)=[O:16])[CH2:9]1)[C:2]1[CH:7]=[CH:6][CH:5]=[CH:4][CH:3]=1.F[C:20]1[CH:25]=[C:24]([O:26][CH3:27])[CH:23]=[CH:22][C:21]=1[N+:28]([O-:30])=[O:29].C(=O)([O-])[O-].[K+].[K+].C1OCCOCCOCCOCCOCCOC1>C(#N)C.O>[CH2:1]([N:8]1[CH2:13][CH2:12][N:11]([C:20]2[CH:25]=[C:24]([O:26][CH3:27])[CH:23]=[CH:22][C:21]=2[N+:28]([O-:30])=[O:29])[CH:10]([CH2:14][C:15]([OH:17])=[O:16])[CH2:9]1)[C:2]1[CH:3]=[CH:4][CH:5]=[CH:6][CH:7]=1 |f:2.3.4|. Procedure: To a solution of Example 12C (0.907 g, 3.65 mmol) in acetonitrile (11.69 mL) was added 2-fluoro-4-methoxy-1-nitrobenzene (0.50 g, 2.92 mmol) and potassium carbonate (2.019 g, 14.61 mmol) in water (2.92 mL) followed by 18-crown-6 (0.039 g, 0.146 mmol), and the mixture was heated with an oil bath at 90° C. (reflux) for 24 hours. The solvent was evaporated and water was added followed by dichloromethane. The water phase was washed three times with dichloromethane to remove starting material and the... Starting materials: Cc1cc(Cl)cnc1C(=O)O, CC1(c2cc(N)ccc2F)N=C(N)OCC1(F)F. Product: Cc1cc(Cl)cnc1C(=O)Nc1ccc(F)c(C2(C)N=C(N)OCC2(F)F)c1. Reaction SMILES: [Cl:19][c:20]1[cH:21][c:22]([CH3:29])[c:23]([C:26](=[O:27])[OH:28])[n:24][cH:25]1.[NH2:1][c:2]1[cH:3][cH:4][c:5]([F:18])[c:6]([C:8]2([CH3:17])[N:9]=[C:10]([NH2:16])[O:11][CH2:12][C:13]2([F:14])[F:15])[cH:7]1>>[NH:1]([c:2]1[cH:3][cH:4][c:5]([F:18])[c:6]([C:8]2([CH3:17])[N:9]=[C:10]([NH2:16])[O:11][CH2:12][C:13]2([F:14])[F:15])[cH:7]1)[C:26]([c:23]1[c:22]([CH3:29])[cH:21][c:20]([Cl:19])[cH:25][n:24]1)=[O:27]. Reactants: Br (HBr), CC(C)([O-])C.[Na+] (sodium t-butoxide), NC=1C=C(C=CC1)NC1=NC=C(C(=N1)C1=C(C(=C(S1)SC)C#N)C1CCCCC1)C (5-[2-(3-aminophenylamino)-5-methyl-pyrimidin-4-yl]-4-cyclohexyl-2-methylsulfanyl-thiophene-3-carbonitrile), C(C)N(CCBr)CC (N,N-diethyl-2-aminobromoethane). The solvent is C1CCOC1 (THF), CO (MeOH), C(Cl)Cl (CH2Cl2). Run at time 8 hour. Yields the product C1(CCCCC1)C=1C(=C(SC1C1=NC(=NC=C1C)NC1=CC(=CC=C1)NCCN(CC)CC)SC)C#N (4-Cyclohexyl-5-{2-[3-(2-diethylamino-ethylamino)-phenylamino]-5-methyl-pyrimidin-4-yl}2-methylsulfanyl-thiophene-3-carbonitrile). The yield is 33.0%. RXN SMILES: [NH2:1][C:2]1[CH:3]=[C:4]([NH:8][C:9]2[N:14]=[C:13]([C:15]3[S:19][C:18]([S:20][CH3:21])=[C:17]([C:22]#[N:23])[C:16]=3[CH:24]3[CH2:29][CH2:28][CH2:27][CH2:26][CH2:25]3)[C:12]([CH3:30])=[CH:11][N:10]=2)[CH:5]=[CH:6][CH:7]=1.[CH2:31]([N:33]([CH2:37][CH3:38])[CH2:34][CH2:35]Br)[CH3:32].Br.CC(C)([O-])C.[Na+]>C1COCC1.C(Cl)Cl.CO>[CH:24]1([C:16]2[C:17]([C:22]#[N:23])=[C:18]([S:20][CH3:21])[S:19][C:15]=2[C:13]2[C:12]([CH3:30])=[CH:11][N:10]=[C:9]([NH:8][C:4]3[CH:5]=[CH:6][CH:7]=[C:2]([NH:1][CH2:32][CH2:31][N:33]([CH2:37][CH3:38])[CH2:34][CH3:35])[CH:3]=3)[N:14]=2)[CH2:29][CH2:28][CH2:27][CH2:26][CH2:25]1 |f:3.4|. Procedure: To a solution of 5-[2-(3-aminophenylamino)-5-methyl-pyrimidin-4-yl]-4-cyclohexyl-2-methylsulfanyl-thiophene-3-carbonitrile (20 mg, 45.91 micromol) and N,N-diethyl-2-aminobromoethane.HBr (12 mg, 45.91 micromol) in THF was added sodium t-butoxide (9 mg, 91.82 micromol) and the reaction was stirred at ambient temperature overnight. TLC indicated conversion to product (10% MeOH:CH2Cl2). The reaction was partitioned between EtOAc and water, the organics were dried over sodium sulfate then concentrate... Starting materials: O=C1N(C(C2=CC=CC=C12)=O)OCC1=CC=C(C=C1)CCC=1N=C(SC1C1=CC=C(C=C1)S(=O)(=O)C)NC(C)=O (N-{4-[2-(4-{[(1,3-dioxo-1,3-dihydro-2H-isoindol-2-yl)oxy]methyl}phenyl)ethyl]-5-[4-(methylsulfonyl)phenyl]-1,3-thiazol-2-yl}acetamide), CNN (methylhydrazine). The solvent is CN(C=O)C (N,N-dimethylformamide). Run at temperature 20 celsius, time 4 hour. The product is NOCC1=CC=C(C=C1)CCC=1N=C(SC1C1=CC=C(C=C1)S(=O)(=O)C)NC(C)=O (N-(4-(2-{4-[(aminooxy)methyl]phenyl}ethyl)-5-[4-(methylsulfonyl)phenyl]-1,3-thiazol-2-yl)acetamide). Isolated yield 9.3%. RXN SMILES: O=C1C2C(=CC=CC=2)C(=O)[N:3]1[O:12][CH2:13][C:14]1[CH:19]=[CH:18][C:17]([CH2:20][CH2:21][C:22]2[N:23]=[C:24]([NH:37][C:38](=[O:40])[CH3:39])[S:25][C:26]=2[C:27]2[CH:32]=[CH:31][C:30]([S:33]([CH3:36])(=[O:35])=[O:34])=[CH:29][CH:28]=2)=[CH:16][CH:15]=1.CNN>CN(C)C=O>[NH2:3][O:12][CH2:13][C:14]1[CH:15]=[CH:16][C:17]([CH2:20][CH2:21][C:22]2[N:23]=[C:24]([NH:37][C:38](=[O:40])[CH3:39])[S:25][C:26]=2[C:27]2[CH:32]=[CH:31][C:30]([S:33]([CH3:36])(=[O:35])=[O:34])=[CH:29][CH:28]=2)=[CH:18][CH:19]=1. Procedure: To a solution of N-{4-[2-(4-{[(1,3-dioxo-1,3-dihydro-2H-isoindol-2-yl)oxy]methyl}phenyl)ethyl]-5-[4-(methylsulfonyl)phenyl]-1,3-thiazol-2-yl}acetamide (116.8 mg) in N,N-dimethylformamide (1.1 ml) was added methylhydrazine (11.9 μl) under N2 atmosphere, and the mixture was stirred at 20° C. for 4 hrs. The reaction mixture was concentrated in vacuo. Ethyl acetate was added to the residue, and the precipitate was filtered off. The filtrate was concentrated in vacuo to give a crude yellow solid (105...